From a dataset of the Open Reaction Database (ORD), a public repository of structured organic reaction records. describe an organic reaction: reactants, conditions, products, and yield Reactants: C=C(C)C=1C=C(C=NC1)C(C)=NO (1-(5-(prop-1-en-2-yl)pyridin-3-yl)ethanone oxime). Reagents/catalysts: [Pd] (Pd/C). The solvent is CO.Cl (MeOH.HCl). Conditions: time 4 hour. The product is C(C)(C)C=1C=C(C=NC1)C(C)N (1-(5-isopropylpyridin-3-yl)ethanamine). Yield: 41.6%. Reaction SMILES: [CH2:1]=[C:2]([C:4]1[CH:5]=[C:6]([C:10](=[N:12]O)[CH3:11])[CH:7]=[N:8][CH:9]=1)[CH3:3]>CO.Cl.[Pd]>[CH:2]([C:4]1[CH:5]=[C:6]([CH:10]([NH2:12])[CH3:11])[CH:7]=[N:8][CH:9]=1)([CH3:3])[CH3:1] |f:1.2|. Procedure: To a stirred solution of 1-(5-(prop-1-en-2-yl)pyridin-3-yl)ethanone oxime (400 mg) in MeOH.HCl (1.25M, 8 mL) was added 10% Pd/C (40 mg) and stirred under hydrogen atmosphere for 4 h. The catalyst was filtered off and the residue was dissolved in 5 mL of 25% aqueous NH3 and extracted with CHCl3 and the organic layer was washed with brine, dried with Na2SO4 and concentrated under reduced pressure. The residue was purified by column chromatography (10% MeOH/90% CHCl3 spiked with 0.25% of Et3N) to p... Starting materials: C(#N)C1=CC=C(C=C1)C=1N=C(SC1)C(C(CN1N=CN=C1)(O)C1=C(C=CC(=C1)F)F)C (racemic 3-[4-(4-cyanophenyl)thiazol-2-yl]-1-(1H-1,2,4-triazol-1-yl)-2-(2,5-difluorophenyl)-butan-2-ol), [C@@]12(C(=O)CC(CC1)C2(C)C)CS(=O)(=O)O ((1R)-10-camphorsulfonic acid). Run in CC(=O)C (acetone), CO (methanol). Yields the product C(#N)C1=CC=C(C=C1)C=1N=C(SC1)[C@@H]([C@@](CN1N=CN=C1)(O)C1=C(C=CC(=C1)F)F)C ((2R,3R)-3-[4-(4-cyanophenyl)thiazol-2-yl]-1-(1H-1,2,4-triazol-1-yl)-2-(2,5-difluorophenyl)-butan-2-ol). Isolated yield 39.0%. Reaction SMILES: [C:1]([C:3]1[CH:8]=[CH:7][C:6]([C:9]2[N:10]=[C:11]([CH:14]([CH3:31])[C:15]([C:23]3[CH:28]=[C:27]([F:29])[CH:26]=[CH:25][C:24]=3[F:30])([OH:22])[CH2:16][N:17]3[CH:21]=[N:20][CH:19]=[N:18]3)[S:12][CH:13]=2)=[CH:5][CH:4]=1)#[N:2].[C@@]12(CS(O)(=O)=O)C(C)(C)C(CC1)CC2=O>CC(C)=O.CO>[C:1]([C:3]1[CH:8]=[CH:7][C:6]([C:9]2[N:10]=[C:11]([C@H:14]([CH3:31])[C@:15]([C:23]3[CH:28]=[C:27]([F:29])[CH:26]=[CH:25][C:24]=3[F:30])([OH:22])[CH2:16][N:17]3[CH:21]=[N:20][CH:19]=[N:18]3)[S:12][CH:13]=2)=[CH:5][CH:4]=1)#[N:2]. Reported procedure: To a solution of racemic 3-[4-(4-cyanophenyl)thiazol-2-yl]-1-(1H-1,2,4-triazol-1-yl)-2-(2,5-difluorophenyl)-butan-2-ol (100 g) in acetone (1000 ml) a solution of (1R)-10-camphorsulfonic acid (47 g) in methanol (500 ml) was added at rt, then slurry was heated under stirring to almost reflux for ca. 30 min, then cooled slowly to rt, seeded with the pure enantiomeric salt and stirred over night. The solid was collected by filtration, washed with methanol/acetone mixture, dried under reduced pressur... Starting materials: COC(=O)C12CN(Cc3ccccc3)CC1C(I)=CCC2c1ccccc1, Cc1ccccc1, CO, Nc1cccc(B(O)O)c1, [Na+], [Na+], O=C([O-])[O-], c1ccc(P(c2ccccc2)(c2ccccc2)[Pd](P(c2ccccc2)(c2ccccc2)c2ccccc2)(P(c2ccccc2)(c2ccccc2)c2ccccc2)P(c2ccccc2)(c2ccccc2)c2ccccc2)cc1. Product: COC(=O)C12CN(Cc3ccccc3)CC1C(c1cccc(N)c1)=CCC2c1ccccc1. RXN SMILES: [CH2:1]([c:2]1[cH:3][cH:4][cH:5][cH:6][cH:7]1)[N:8]1[CH2:9][CH:10]2[C:11]([I:27])=[CH:12][CH2:13][CH:14]([c:21]3[cH:22][cH:23][cH:24][cH:25][cH:26]3)[C:15]2([C:17](=[O:18])[O:19][CH3:20])[CH2:16]1.[CH3:44][c:45]1[cH:46][cH:47][cH:48][cH:49][cH:50]1.[CH3:51][OH:52].[NH2:28][c:29]1[cH:30][c:31]([B:35]([OH:36])[OH:37])[cH:32][cH:33][cH:34]1.[Na+:38].[Na+:39].[O-:40][C:41](=[O:42])[O-:43].[cH:53]1[cH:54][cH:55][c:56]([P:57]([Pd:58]([P:59]([c:60]2[cH:61][cH:62][cH:63][cH:64][cH:65]2)([c:66]2[cH:67][cH:68][cH:69][cH:70][cH:71]2)[c:72]2[cH:73][cH:74][cH:75][cH:76][cH:77]2)([P:78]([c:79]2[cH:80][cH:81][cH:82][cH:83][cH:84]2)([c:85]2[cH:86][cH:87][cH:88][cH:89][cH:90]2)[c:91]2[cH:92][cH:93][cH:94][cH:95][cH:96]2)[P:97]([c:98]2[cH:99][cH:100][cH:101][cH:102][cH:103]2)([c:104]2[cH:105][cH:106][cH:107][cH:108][cH:109]2)[c:110]2[cH:111][cH:112][cH:113][cH:114][cH:115]2)([c:116]2[cH:117][cH:118][cH:119][cH:120][cH:121]2)[c:122]2[cH:123][cH:124][cH:125][cH:126][cH:127]2)[cH:128][cH:129]1>>[CH2:1]([c:2]1[cH:3][cH:4][cH:5][cH:6][cH:7]1)[N:8]1[CH2:9][CH:10]2[C:11]([c:31]3[cH:30][c:29]([NH2:28])[cH:34][cH:33][cH:32]3)=[CH:12][CH2:13][CH:14]([c:21]3[cH:22][cH:23][cH:24][cH:25][cH:26]3)[C:15]2([C:17](=[O:18])[O:19][CH3:20])[CH2:16]1. The reactants are C12[C@H](CC(CC1)C2)NC2=C1C(=NC=C2N)C=CS1 (N7-[(2S)-bicyclo[2.2.1]hept-2-yl]thieno[3,2-b]pyridine-6,7-diamine), ClCC(OCC)(OCC)OCC (2-chloro-1,1,1-triethoxyethane). Run in C(C)(=O)O (acetic acid). Run at temperature 120 celsius, time 30 minute. Product: C12[C@H](CC(CC1)C2)N2C(=NC=1C2=C2C(=NC1)C=CS2)CCl (1-[(2S)-Bicyclo[2.2.1]hept-2-yl]-2-(chloromethyl)-1H-imidazo[4,5-d]thieno[3,2-b]pyridine). RXN SMILES: [CH:1]12[CH2:7][CH:4]([CH2:5][CH2:6]1)[CH2:3][C@@H:2]2[NH:8][C:9]1[C:14]([NH2:15])=[CH:13][N:12]=[C:11]2[CH:16]=[CH:17][S:18][C:10]=12.[Cl:19][CH2:20][C:21](OCC)(OCC)OCC>C(O)(=O)C>[CH:1]12[CH2:7][CH:4]([CH2:5][CH2:6]1)[CH2:3][C@@H:2]2[N:8]1[C:9]2=[C:10]3[S:18][CH:17]=[CH:16][C:11]3=[N:12][CH:13]=[C:14]2[N:15]=[C:21]1[CH2:20][Cl:19]. Procedure: A mixture of N7-[(2S)-bicyclo[2.2.1]hept-2-yl]thieno[3,2-b]pyridine-6,7-diamine (0.060 g, 0.23 mmol) and 2-chloro-1,1,1-triethoxyethane (0.134 mL, 0.700 mmol) in acetic acid (0.2 mL) was stirred at 120° C. for 30 min. The solvent was removed and the resultant residue was dissolved in dichloromethane and purified on silica gel (eluting with 0-5% MeOH in dichloromethane) to give the desired product. LCMS calculated for C16H17ClN3S (M+H)+: m/z=318.1. Found: 318.0. Starting materials: C(C)(C)(C)OC(=O)N1CCC2=C(CC1)C(=C(C=C2)Cl)SC(N(C)C)=O (3-tert-butoxycarbonyl-7-chloro-6-dimethylcarbamoylthio-2,3,4,5-tetrahydro-1H-benzo[d]azepine), BrCC1OCCC1 (2-(bromomethyl)tetrahydrofuran). Product: Cl.ClC1=C(C2=C(CCNCC2)C=C1)SCC1OCCC1 ((±)-7-Chloro-6-(tetrahydrofuran-2-ylmethylthio)-2,3,4,5-tetrahydro-1H-benzo[d]azepine Hydrochloride). As a reaction SMILES: C(OC([N:8]1[CH2:14][CH2:13][C:12]2[C:15]([S:20][C:21](=O)N(C)C)=[C:16]([Cl:19])[CH:17]=[CH:18][C:11]=2[CH2:10][CH2:9]1)=O)(C)(C)C.BrC[CH:28]1[CH2:32][CH2:31][CH2:30][O:29]1>>[ClH:19].[Cl:19][C:16]1[CH:17]=[CH:18][C:11]2[CH2:10][CH2:9][NH:8][CH2:14][CH2:13][C:12]=2[C:15]=1[S:20][CH2:21][CH:28]1[CH2:32][CH2:31][CH2:30][O:29]1 |f:2.3|. Procedure details: Use a method similar to the Example 330, using 3-tert-butoxycarbonyl-7-chloro-6-dimethylcarbamoylthio-2,3,4,5-tetrahydro-1H-benzo[d]azepine and 2-(bromomethyl)tetrahydrofuran to give, after deprotection by the General Procedure 1-4, the title compound as white crystals. MS (APCI+) m/z: 298 (M+H)+.